Task: describe an organic reaction: reactants, conditions, products, and yield. Dataset: the Open Reaction Database (ORD), a public repository of structured organic reaction records The reactants are [H][H], CSCC(NCc1ccccc1[N+](=O)[O-])C(=O)O, [Na+], [Na+], O=C([O-])[O-]. Product: CSCC(NCc1ccccc1N)C(=O)O. As a reaction SMILES: [H:19][H:20].[N+:1]([O-:2])(=[O:3])[c:4]1[c:5]([CH2:6][NH:7][CH:8]([CH2:9][S:10][CH3:11])[C:12](=[O:13])[OH:14])[cH:15][cH:16][cH:17][cH:18]1.[Na+:21].[Na+:22].[O-:23][C:24](=[O:25])[O-:26]>>[NH2:1][c:4]1[c:5]([CH2:6][NH:7][CH:8]([CH2:9][S:10][CH3:11])[C:12](=[O:13])[OH:14])[cH:15][cH:16][cH:17][cH:18]1. Starting materials: ClC1=CC(=NC=C1)C(=O)O (4-chloro-2-pyridinecarboxylic acid), S(=O)(Cl)Cl (thionyl chloride), NC1=NN=NN1 (5-aminotetrazole). Product: N1N=NN=C1NC(=O)C1=NC=CC(=C1)Cl (N-(5-tetrazolyl)-4-chloro-2-pyridinecarboxamide). Isolated yield 60.5%. RXN SMILES: [Cl:1][C:2]1[CH:7]=[CH:6][N:5]=[C:4]([C:8]([OH:10])=O)[CH:3]=1.S(Cl)(Cl)=O.[NH2:15][C:16]1[NH:20][N:19]=[N:18][N:17]=1>>[NH:17]1[C:16]([NH:15][C:8]([C:4]2[CH:3]=[C:2]([Cl:1])[CH:7]=[CH:6][N:5]=2)=[O:10])=[N:20][N:19]=[N:18]1. Reported procedure: 1.16 g of 4-chloro-2-pyridinecarboxylic acid, 25 ml of thionyl chloride and 0.82 g of 5-aminotetrazole are treated in the same manner as described in Example 1. The crude product thus obtained is recrystallized from a mixture of dimethylformamide and ethanol, whereby 1.0 g of N-(5-tetrazolyl)-4-chloro-2-pyridinecarboxamide is obtained. Reactants: CCO, CC(COc1c([N+](=O)[O-])ccc(F)c1F)OC1CCCCO1. Product: CC(COc1c(N)ccc(F)c1F)OC1CCCCO1. RXN SMILES: [CH3:23][CH2:24][OH:25].[F:1][c:2]1[c:3]([O:12][CH2:13][CH:14]([CH3:15])[O:16][CH:17]2[O:18][CH2:19][CH2:20][CH2:21][CH2:22]2)[c:4]([N+:9]([O-:10])=[O:11])[cH:5][cH:6][c:7]1[F:8]>>[F:1][c:2]1[c:3]([O:12][CH2:13][CH:14]([CH3:15])[O:16][CH:17]2[O:18][CH2:19][CH2:20][CH2:21][CH2:22]2)[c:4]([NH2:9])[cH:5][cH:6][c:7]1[F:8]. RXN SMILES: [CH3:13][C:14]([N:15]([CH2:16][c:17]1[cH:18][cH:19][c:20]([CH2:21][n:22]2[c:23]3[c:24]([c:25]([O:26][CH3:27])[cH:28][cH:29][cH:30]3)[c:31]([NH:32][S:33]([c:34]3[s:35][c:36]([Cl:37])[cH:38][cH:39]3)(=[O:40])=[O:41])[n:42]2)[cH:43][cH:44]1)[C:45](=[O:46])[O-:47])([CH3:48])[CH3:49].[CH3:1][O:2][c:3]1[c:4]2[c:5]([NH2:12])[n:6][nH:7][c:8]2[cH:9][cH:10][cH:11]1.[CH3:63][S:64]([CH3:65])=[O:66].[Cl:52][CH2:53][c:54]1[cH:55][cH:56][c:57]([C:58](=[O:59])[NH2:60])[cH:61][cH:62]1.[K+:51].[OH-:50].[OH2:67]>>[CH3:1][O:2][c:3]1[c:4]2[c:5]([NH2:12])[n:6][n:7]([CH2:53][c:54]3[cH:55][cH:56][c:57]([C:58](=[O:59])[NH2:60])[cH:61][cH:62]3)[c:8]2[cH:9][cH:10][cH:11]1. Reactants: COc1cccc2c1c(NS(=O)(=O)c1ccc(Cl)s1)nn2Cc1ccc(CN(C(=O)[O-])C(C)(C)C)cc1, COc1cccc2[nH]nc(N)c12, CS(C)=O, NC(=O)c1ccc(CCl)cc1, [K+], [OH-], O. The product is COc1cccc2c1c(N)nn2Cc1ccc(C(N)=O)cc1. The reactants are ClC=1C=CC(=C(C1)C(C)=O)O (5′-chloro-2′-hydroxy acetophenone), N1CCCC1 (pyrrolidine), C1(CCC1)=O (cyclobutanone). The solvent is O (water), CO (methanol). Yields the product ClC=1C=C2C(CC3(CCC3)OC2=CC1)=O (6-Chlorospiro[chromene-2,1′-cyclobutan]-4(3H)-one). Yield: 96.5%. Reaction SMILES: [Cl:1][C:2]1[CH:3]=[CH:4][C:5]([OH:11])=[C:6]([C:8](=[O:10])[CH3:9])[CH:7]=1.N1[CH2:16][CH2:15][CH2:14][CH2:13]1.C1(=O)CCC1>CO.O>[Cl:1][C:2]1[CH:7]=[C:6]2[C:5](=[CH:4][CH:3]=1)[O:11][C:13]1([CH2:16][CH2:15][CH2:14]1)[CH2:9][C:8]2=[O:10]. Procedure: To a stirred solution of 5′-chloro-2′-hydroxy acetophenone (5.0 g, 29.308 mmol) in methanol (50 ml) was added pyrrolidine (4.16 g, 58.616 mmol) followed by cyclobutanone (4.1 g, 58.616 mmol) at room temperature. The reaction mixture was heated to reflux under nitrogen for 14 h. The solvent was evaporated under reduced pressure and the residue obtained was diluted with water (100 ml) and the mixture was acidified to pH 4.0. The mixture was extracted with chloroform (3×100 ml). The combined organi... The reactants are C(C1=CC=CC=C1)OC=1C=CC2=C(C(=C(O2)C(C(C)C)NC2=CC=C(C=C2)C(=O)NCCC(=O)OCC)C)C1 (Ethyl 3-({[4-({1-[5-(benzyloxy)-3-methyl-1-benzofuran-2-yl]-2-methylpropyl}amino)phenyl]carbonyl}amino)propanoate), C(C1=CC=CC=C1)OC=1C=CC2=C(C(=C(O2)C(C(C)C)NC2=CC=C(C=C2)C(=O)NCCC(=O)OCC)C)C1 (ethyl 3-({[4-({1-[5-(benzyloxy)-3-methyl-1-benzofuran-2-yl]-2-methylpropyl}amino)phenyl]carbonyl}amino)propanoate), [OH-].[Na+] (sodium hydroxide). Run in C(C)O (ethanol). Reaction conditions: time 0.5 hour. Yields the product C(C1=CC=CC=C1)OC=1C=CC2=C(C(=C(O2)C(C(C)C)NC2=CC=C(C=C2)C(=O)NCCC(=O)O)C)C1 (3-({[4-({1-[5-(benzyloxy)-3-methyl-1-benzofuran-2-yl]-2-methylpropyl}amino)phenyl]carbonyl}amino)propanoic acid). The yield is 88.4%. RXN SMILES: [CH2:1]([O:8][C:9]1[CH:10]=[CH:11][C:12]2[O:16][C:15]([CH:17]([NH:21][C:22]3[CH:27]=[CH:26][C:25]([C:28]([NH:30][CH2:31][CH2:32][C:33]([O:35]CC)=[O:34])=[O:29])=[CH:24][CH:23]=3)[CH:18]([CH3:20])[CH3:19])=[C:14]([CH3:38])[C:13]=2[CH:39]=1)[C:2]1[CH:7]=[CH:6][CH:5]=[CH:4][CH:3]=1.[OH-].[Na+]>C(O)C>[CH2:1]([O:8][C:9]1[CH:10]=[CH:11][C:12]2[O:16][C:15]([CH:17]([NH:21][C:22]3[CH:23]=[CH:24][C:25]([C:28]([NH:30][CH2:31][CH2:32][C:33]([OH:35])=[O:34])=[O:29])=[CH:26][CH:27]=3)[CH:18]([CH3:20])[CH3:19])=[C:14]([CH3:38])[C:13]=2[CH:39]=1)[C:2]1[CH:3]=[CH:4][CH:5]=[CH:6][CH:7]=1 |f:1.2|. Procedure: Ethyl 3-({[4-({1-[5-(benzyloxy)-3-methyl-1-benzofuran-2-yl]-2-methylpropyl}amino)phenyl]carbonyl}amino)propanoate (0.43 g) synthesized in the above-mentioned (1) was dissolved in ethanol (10 mL), 1N aqueous sodium hydroxide solution (2.0 mL) was added to the solution at room temperature, and the mixture was stirred at room temperature for 0.5 hr. Ethanol was evaporated under reduced pressure, and 1N hydrochloric acid (2.0 mL) was added to the residue. The precipitate was washed with water to giv... The reactants are C1(=CC=CC=C1)S(=O)(=O)C1=C(N=C2N(C1=N)C=CC=C2)SC (3-Benzenesulfonyl-2-methylsulfanyl-pyrido[1,2-a]pyrimidin-4-ylideneamine), N1=CC=CC=C1 (pyridine), C(C)(=O)Cl (Acetylchloride). Run in C(Cl)Cl (methylenechloride). Run at time 8 hour. Product: C1(=CC=CC=C1)S(=O)(=O)C1=C(N=C2N(C1=NC(C)=O)C=CC=C2)SC (N-(3-Benzenesulfonyl-2-methylsulfanyl-pyrido[1,2-a]pyrimidin-4-ylidene)-acetamide). Reaction SMILES: [C:1]1([S:7]([C:10]2[C:15](=[NH:16])[N:14]3[CH:17]=[CH:18][CH:19]=[CH:20][C:13]3=[N:12][C:11]=2[S:21][CH3:22])(=[O:9])=[O:8])[CH:6]=[CH:5][CH:4]=[CH:3][CH:2]=1.N1C=CC=CC=1.[C:29](Cl)(=[O:31])[CH3:30]>C(Cl)Cl>[C:1]1([S:7]([C:10]2[C:15](=[N:16][C:29](=[O:31])[CH3:30])[N:14]3[CH:17]=[CH:18][CH:19]=[CH:20][C:13]3=[N:12][C:11]=2[S:21][CH3:22])(=[O:9])=[O:8])[CH:2]=[CH:3][CH:4]=[CH:5][CH:6]=1. Reported procedure: 3-Benzenesulfonyl-2-methylsulfanyl-pyrido[1,2-a]pyrimidin-4-ylideneamine (100 mg, 0.30 mmol) was dissolved in anhydrous methylenechloride (2 ml) to which pyridine (48 mg, 0.6 mmol) was added. Acetylchloride was then added at room temperature and the reaction mixture was stirred overnight. The reaction was quenched with saturated aqueous NaHCO3, extracted with methylene chloride, and purified by flash chromatography to yield 79 mg of a yellow solid product. The reactants are O=C([O-])[O-], ClCCl, CC#N, COc1ccc(OCCCCCCSC2=NC(=O)CS2)c(Cl)c1, [Cs+], [Cs+], O, c1nc[nH]n1. Product: COc1ccc(OCCCCCCn2cncn2)c(Cl)c1. As a reaction SMILES: [C:32](=[O:33])([O-:34])[O-:35].[CH2:38]([Cl:39])[Cl:40].[CH3:24][C:25]#[N:26].[Cl:1][c:2]1[c:3]([O:4][CH2:5][CH2:6][CH2:7][CH2:8][CH2:9][CH2:10][S:11][C:12]2=[N:17][C:15](=[O:16])[CH2:14][S:13]2)[cH:18][cH:19][c:20]([O:22][CH3:23])[cH:21]1.[Cs+:36].[Cs+:37].[OH2:41].[nH:27]1[n:28][cH:29][n:30][cH:31]1>>[Cl:1][c:2]1[c:3]([O:4][CH2:5][CH2:6][CH2:7][CH2:8][CH2:9][CH2:10][n:27]2[n:28][cH:29][n:30][cH:31]2)[cH:18][cH:19][c:20]([O:22][CH3:23])[cH:21]1. Reactants: OCC1=CC=C(C=O)O1 (5-(hydroxymethyl)furfural), [H][H] (hydrogen), C(C)O (ethanol), [H][H] (hydrogen), OCC=1OC(=CC1)CO (2,5-di(hydroxymethyl)furan), OCC=1OC(=CC1)CO (2,5-di(hydroxymethyl)furan). Reagents/catalysts: [Pt] (Pt/C). The product is C(C)OCC=1OC(=CC1)COCC (2,5-bis(ethoxymethyl)furan). Yield: 75.0%. As a reaction SMILES: [OH:1][CH2:2][C:3]1[O:9][C:6]([CH:7]=[O:8])=[CH:5][CH:4]=1.[H][H].O[CH2:13][C:14]1OC(CO)=CC=1.[CH2:21](O)[CH3:22]>[Pt]>[CH2:13]([O:8][CH2:7][C:6]1[O:9][C:3]([CH2:2][O:1][CH2:21][CH3:22])=[CH:4][CH:5]=1)[CH3:14]. Procedure: In a 7.5 ml batch reactor, 0.06 mmol 5-(hydroxymethyl)furfural (HMF) in 1 mL ethanol and 5 bars of hydrogen was reacted with 3 mol % of a Pt/C catalyst for 2 days at room temperature. The starting material was completely converted in 100% selectivity to 2,5-di(hydroxymethyl)furan. Subsequently, the mixture was heated to 75° C. for 1 day without hydrogen. The 2,5-di(hydroxymethyl)furan was fully converted and 2,5-bis(ethoxymethyl)furan was obtained in 75% yield. 25% Side products are ring opened ... The reactants are [Pd] (palladium), C(C)(=O)O (acetic acid). Reagents/catalysts: O (water). Product: C(C)(=O)[O-].[Pd+2].C(C)(=O)[O-] (palladium acetate). The yield is 95.0%. As a reaction SMILES: [Pd:1].[C:2]([OH:5])(=[O:4])[CH3:3]>O>[C:2]([O-:5])(=[O:4])[CH3:3].[Pd+2:1].[C:2]([O-:5])(=[O:4])[CH3:3] |f:3.4.5|. Procedure: The procedure of Example 6 was followed except that the reaction mixture was made up of 0.2 g. of palladium sponge, 42 g. of glacial acetic acid and 2 drops of distilled water. The reaction temperature was from 65°-70° C. and NO was bubbled slowly through the mixture under these conditions over a 20-25 minute period, during this time the mixture was periodically flushed with oxygen. All the palladium sponge dissolved during this time to give an orange-red solution which upon concentration afford...